This data is from the Open Reaction Database (ORD), a public repository of structured organic reaction records. The task is: describe an organic reaction: reactants, conditions, products, and yield Starting materials: C1(CC1)N (Cyclopropylamine), C(C)(C)(C)OC(=O)N[C@H]([C@@H](C(=O)O)O)CCC ((2S,3S)-3-(tert-butoxycarbonyl)amino-2-hydroxyhexanoic acid), C(=O)(O)[O-].[Na+] (NaHCO3), C1=CC=C2C(=C1)N=NN2O.O (HOBt monohydrate), CCN=C=NCCCN(C)C.Cl (EDC hydrochloride). Solvent: O (water), C(C)(=O)OCC (ethyl acetate). Reaction conditions: temperature 40 celsius. Yields the product C1(CC1)NC([C@H]([C@H](CCC)NC(=O)OC(C)(C)C)O)=O ((2S,3S)—N-cyclopropyl-3-(tert-butoxycarbonyl)amino-2-hydroxyhexanoic acid amide). RXN SMILES: [CH:1]1([NH2:4])[CH2:3][CH2:2]1.[C:5]([O:9][C:10]([NH:12][C@@H:13]([CH2:19][CH2:20][CH3:21])[C@H:14]([OH:18])[C:15](O)=[O:16])=[O:11])([CH3:8])([CH3:7])[CH3:6].C1C=C2N=NN(O)C2=CC=1.O.CCN=C=NCCCN(C)C.Cl.C([O-])(O)=O.[Na+]>O.C(OCC)(=O)C>[CH:1]1([NH:4][C:15](=[O:16])[C@@H:14]([OH:18])[C@@H:13]([NH:12][C:10]([O:9][C:5]([CH3:8])([CH3:7])[CH3:6])=[O:11])[CH2:19][CH2:20][CH3:21])[CH2:3][CH2:2]1 |f:2.3,4.5,6.7|. Procedure: Cyclopropylamine (1.99 g, 34.94 mmol) was dropwise added to a mixed solution of (2S,3S)-3-(tert-butoxycarbonyl)amino-2-hydroxyhexanoic acid (7.2 g, 29.12 mmol), ethyl acetate (144 g) and water (7.2 g). The mixture was cooled by ice. HOBt monohydrate (4.68 g, 30.58 mmol) and EDC hydrochloride (6.14 g, 32.03 mmol) were added thereto, and the mixture was stirred with cooling by ice for 22 hours. Next, 5% NaHCO3 aqueous solution (72 g) was added thereto, and the mixture was heated up to 40° C. Then,...